From a dataset of the Open Reaction Database (ORD), a public repository of structured organic reaction records. describe an organic reaction: reactants, conditions, products, and yield Reaction conditions: time 30 minute. Procedure details: (rac)-(6-Chloro-imidazo[1,2-b]pyridazin-3-yl)-(7-trifluoromethyl-quinolin-6-yl)-methanol 3-Bromo-6-chloro-imidazo[1,2-b]pyridazine (500 mg, 2.15 mmol) was dissolved THF (50 mL) and under nitrogen conditions, ethylmagnesium bromide solution (3 M, 0.860 mL) was added. The RM was stirred at rt for 30 min then a solution of 7-trifluoromethyl-quinoline-6-carbaldehyde (Intermediate G, 723 mg, 2.15 mmol) in THF was added. It was stirred at rt for 1 h. The solvent was removed and the residue was taken u... The product is CN1N=CC(=C1)C=1C=CC=2N(N1)C(=CN2)CC=2C=C1C=CC=NC1=CC2C(F)(F)F (6-[6-(1-Methyl-1H-pyrazol-4-yl)-imidazo[1,2-b]pyridazin-3-ylmethyl]-7-trifluoromethyl-quinoline). As a reaction SMILES: Br[C:2]1[N:6]2[N:7]=[C:8](Cl)[CH:9]=[CH:10]C2=NC=1.Cl[C:13]1[CH:14]=[CH:15][C:16]2[N:17]([C:19]([CH:22]([C:24]3[CH:25]=[C:26]4[C:31](=[CH:32][C:33]=3[C:34]([F:37])([F:36])[F:35])[N:30]=[CH:29][CH:28]=[CH:27]4)O)=[CH:20][N:21]=2)[N:18]=1.C([Mg]Br)C.FC(F)(F)C1C=C2C(C=CC=N2)=CC=1C=O>C1COCC1>[CH3:2][N:6]1[CH:10]=[C:9]([C:13]2[CH:14]=[CH:15][C:16]3[N:17]([C:19]([CH2:22][C:24]4[CH:25]=[C:26]5[C:31](=[CH:32][C:33]=4[C:34]([F:37])([F:35])[F:36])[N:30]=[CH:29][CH:28]=[CH:27]5)=[CH:20][N:21]=3)[N:18]=2)[CH:8]=[N:7]1 |f:0.1|. The solvent is C1CCOC1 (THF), C1CCOC1 (THF). Reactants: BrC1=CN=C2N1N=C(C=C2)Cl.ClC=2C=CC=1N(N2)C(=CN1)C(O)C=1C=C2C=CC=NC2=CC1C(F)(F)F ((rac)-(6-Chloro-imidazo[1,2-b]pyridazin-3-yl)-(7-trifluoromethyl-quinolin-6-yl)-methanol 3-Bromo-6-chloro-imidazo[1,2-b]pyridazine), C(C)[Mg]Br (ethylmagnesium bromide), FC(C1=C(C=C2C=CC=NC2=C1)C=O)(F)F (7-trifluoromethyl-quinoline-6-carbaldehyde), FC(C1=C(C=C2C=CC=NC2=C1)C=O)(F)F (7-trifluoromethyl-quinoline-6-carbaldehyde). Starting materials: ClC(=O)SCl (Chlorocarbonyl sulfenyl chloride), FC1=C(C(=O)N)C=CC=C1 (2-fluorobenzamide). Solvent: C1(=CC=CC=C1)C (toluene). Conditions: temperature 80 celsius, time 1 hour. Product: FC1=C(C=CC=C1)C1=NSC(O1)=O (5-(2-fluorophenyl)[1,3,4]oxathiazolin-2-one). The yield is 85.8%. As a reaction SMILES: Cl[C:2]([S:4]Cl)=[O:3].[F:6][C:7]1[CH:15]=[CH:14][CH:13]=[CH:12][C:8]=1[C:9]([NH2:11])=[O:10]>C1(C)C=CC=CC=1>[F:6][C:7]1[CH:15]=[CH:14][CH:13]=[CH:12][C:8]=1[C:9]1[O:10][C:2](=[O:3])[S:4][N:11]=1. Reported procedure: Chlorocarbonyl sulfenyl chloride (11.24 g, 86 mmol) is added dropwise to a stirred suspension of 2-fluorobenzamide (10.80 g, 78 mmol) in dry toluene. The mixture is heated gradually over a period of 30 minutes to a temperature of about 80° C. (a clear solution is formed with evolution of gas), stirred for approximately 1 h at 80° C., heated to about 98° C., stirred at 98° C. for 5 h, and distilled to remove the toluene and excess chlorocarbonyl sulfenyl chloride. The resultant pot residue is red... Starting materials: CCCCCC(=O)Cl, CC1(C)OC(=O)CC(=O)O1, ClCCl, c1ccncc1. The product is CCCCCC(=O)C1C(=O)OC(C)(C)OC1=O. Reaction SMILES: [C:17]([CH2:18][CH2:19][CH2:20][CH2:21][CH3:22])(=[O:23])[Cl:24].[CH3:1][C:2]1([CH3:10])[O:3][C:4](=[O:9])[CH2:5][C:6](=[O:8])[O:7]1.[Cl:25][CH2:26][Cl:27].[cH:11]1[cH:12][cH:13][n:14][cH:15][cH:16]1>>[CH3:1][C:2]1([CH3:10])[O:3][C:4](=[O:9])[CH:5]([C:17]([CH2:18][CH2:19][CH2:20][CH2:21][CH3:22])=[O:23])[C:6](=[O:8])[O:7]1. Starting materials: C(C(=C)C)(=O)OCCN(C)C (methacryloyloxyethyl-N,N-dimethylamine), C(C)(C)OC(C)C (isopropyl ether), COC1=CC=C(O)C=C1 (hydroquinone monomethyl ether), BrCCCCCCCCCCCC (1-bromododecane). Reaction conditions: time 15 minute. Yields the product [Br-].C(C(=C)C)(=O)OCC[N+](C)(C)CCCCCCCCCCCC (methacryloyloxyethyl-N,N-dimethyldodecylammonium bromide). Reaction SMILES: [C:1]([O:6][CH2:7][CH2:8][N:9]([CH3:11])[CH3:10])(=[O:5])[C:2]([CH3:4])=[CH2:3].C(OC(C)C)(C)C.COC1C=CC(O)=CC=1.[Br:28][CH2:29][CH2:30][CH2:31][CH2:32][CH2:33][CH2:34][CH2:35][CH2:36][CH2:37][CH2:38][CH2:39][CH3:40]>>[Br-:28].[C:1]([O:6][CH2:7][CH2:8][N+:9]([CH2:40][CH2:39][CH2:38][CH2:37][CH2:36][CH2:35][CH2:34][CH2:33][CH2:32][CH2:31][CH2:30][CH3:29])([CH3:11])[CH3:10])(=[O:5])[C:2]([CH3:4])=[CH2:3] |f:4.5|. Procedure: Into a two-necked flask provided with a reflux condenser and a dropping funnel were introduced 94.3 g (0.6 mol) of methacryloyloxyethyl-N,N-dimethylamine, 78 g of isopropyl ether and 0.1 g of hydroquinone monomethyl ether, which was employed as a polymerization inhibitor, and mixed homogeneously. After dropping 149.5 g (0.6 mol) of 1-bromododecane thereinto within about 15 minutes, the mixture was allowed to stand overnight under stirring at room temperature. Then the reaction mixture was washed... Starting materials: C(C1=CC=CC=C1)N=C=O (Benzylisocyanate), C(C)(C)N(C(C)C)CC (N,N-diisopropylethylamine), C1(=CC=C(C=C1)S(=O)(=O)O)C.NC(C#N)C#N (aminomalononitrile p-toluenesulfonate). The solvent is O1CCCC1 (tetrahydrofuran). Reaction conditions: time 14 hour. The product is NC1=C(N=C(N1CC1=CC=CC=C1)O)C#N (5-Amino-1-benzyl-4-cyano-2-hydroxyimidazole). Isolated yield 107.5%. As a reaction SMILES: [CH2:1]([N:8]=[C:9]=[O:10])[C:2]1[CH:7]=[CH:6][CH:5]=[CH:4][CH:3]=1.C(N(CC)C(C)C)(C)C.C1(C)C=CC(S(O)(=O)=O)=CC=1.[NH2:31][CH:32]([C:35]#[N:36])[C:33]#[N:34]>O1CCCC1>[NH2:36][C:35]1[N:8]([CH2:1][C:2]2[CH:7]=[CH:6][CH:5]=[CH:4][CH:3]=2)[C:9]([OH:10])=[N:31][C:32]=1[C:33]#[N:34] |f:2.3|. Procedure: Benzylisocyanate (25 g, 188 mmol) and N,N-diisopropylethylamine (23.5 ml, 130 mmol) were added to aminomalononitrile p-toluenesulfonate (45 g, 178 mmol) suspended in tetrahydrofuran. The mixture was stirred at room temperature for 14 hours and then the solvent was removed in vacuo. To the residue was added ethyl acetate and the solution was washed and the organic layer was dried on magnesium sulfate. The solvent was removed in vacuo. To the residue was added tetrahydrofuran and 1N aqueous sodium... Starting materials: COC(=O)c1sc(C)c(Br)c1O, CN(C)C(=S)Cl, C1CN2CCN1CC2, CN(C)C=O, O. Yields the product COC(=O)c1sc(C)c(Br)c1OC(=S)N(C)C. As a reaction SMILES: [Br:1][c:2]1[c:3]([OH:12])[c:4]([C:8](=[O:9])[O:10][CH3:11])[s:5][c:6]1[CH3:7].[CH3:13][N:14]([C:15](=[S:16])[Cl:17])[CH3:18].[N:19]12[CH2:20][CH2:21][N:22]([CH2:23][CH2:24]1)[CH2:25][CH2:26]2.[O:28]=[CH:29][N:30]([CH3:31])[CH3:32].[OH2:27]>>[Br:1][c:2]1[c:3]([O:12][C:15]([N:14]([CH3:13])[CH3:18])=[S:16])[c:4]([C:8](=[O:9])[O:10][CH3:11])[s:5][c:6]1[CH3:7]. Starting materials: C[SiH](C)C1(n2cnc3c(N)ncnc32)CC(O)(C(C)(C)C)C(COC(C)(C)C)O1, CO, CCO, ClCCl, O. Product: C[SiH](C)C1(n2cnc3c([NH2+][O-])ncnc32)CC(O)(C(C)(C)C)C(COC(C)(C)C)O1. As a reaction SMILES: [C:1]([CH3:2])([CH3:3])([CH3:4])[C:5]1([OH:29])[CH2:6][C:7]([n:16]2[cH:17][n:18][c:19]3[c:20]([NH2:21])[n:22][cH:23][n:24][c:25]23)([SiH:26]([CH3:27])[CH3:28])[O:8][CH:9]1[CH2:10][O:11][C:12]([CH3:13])([CH3:14])[CH3:15].[CH3:30][OH:31].[CH3:32][CH2:33][OH:34].[Cl:36][CH2:37][Cl:38].[OH2:35]>>[C:1]([CH3:2])([CH3:3])([CH3:4])[C:5]1([OH:29])[CH2:6][C:7]([n:16]2[cH:17][n:18][c:19]3[c:20]([NH2+:21][O-:31])[n:22][cH:23][n:24][c:25]23)([SiH:26]([CH3:27])[CH3:28])[O:8][CH:9]1[CH2:10][O:11][C:12]([CH3:13])([CH3:14])[CH3:15].